This data is from the Open Reaction Database (ORD), a public repository of structured organic reaction records. The task is: describe an organic reaction: reactants, conditions, products, and yield Starting materials: CN(C)C=O, CCCC(O)c1c(CC)nc2c(Cl)nccn12, [H-], CCI, [Na+], O. The product is CCCC(OCC)c1c(CC)nc2c(Cl)nccn12. As a reaction SMILES: [CH3:24][N:25]([CH3:26])[CH:27]=[O:28].[Cl:1][c:2]1[c:3]2[n:4]([cH:5][cH:6][n:7]1)[c:8]([CH:13]([CH2:14][CH2:15][CH3:16])[OH:17])[c:9]([CH2:11][CH3:12])[n:10]2.[H-:21].[I:18][CH2:19][CH3:20].[Na+:22].[OH2:23]>>[Cl:1][c:2]1[c:3]2[n:4]([cH:5][cH:6][n:7]1)[c:8]([CH:13]([CH2:14][CH2:15][CH3:16])[O:17][CH2:19][CH3:20])[c:9]([CH2:11][CH3:12])[n:10]2. The reactants are [O-]S(=O)(=O)C(F)(F)F (triflate), O[C@@H](C(=O)OC)CCCCCCCC ((R)-methyl 2-hydroxydecanoate), N1=C(C=CC=C1C)C (2,6-lutidine), TEA, [O-]S(=O)(=O)C(F)(F)F (triflate), S(=O)(=O)(C(F)(F)F)OS(=O)(=O)C(F)(F)F (triflic anhydride), C1(=CC=CC=C1)S (thiophenol). The product is COC([C@@H](CCCCCCCC)C1=CC=CC=C1)=S ((S)-Methyl-2-phenylthiodecanoate). Reaction SMILES: O[C@H:2]([CH2:7][CH2:8][CH2:9][CH2:10][CH2:11][CH2:12][CH2:13][CH3:14])[C:3]([O:5][CH3:6])=O.[O-]S(C(F)(F)F)(=O)=O.S(OS(C(F)(F)F)(=O)=O)(C(F)(F)F)(=O)=O.N1[C:43](C)=[CH:42][CH:41]=[CH:40][C:39]=1[CH3:45].C1([SH:52])C=CC=CC=1>>[CH3:6][O:5][C:3](=[S:52])[C@H:2]([C:39]1[CH:40]=[CH:41][CH:42]=[CH:43][CH:45]=1)[CH2:7][CH2:8][CH2:9][CH2:10][CH2:11][CH2:12][CH2:13][CH3:14]. Reported procedure: Following the procedure of Example 5, (R)-methyl 2-hydroxydecanoate (0.99 gm, 4.90 mmol) was converted to the triflate with triflic anhydride (0.95 ml, 5.65 mmol) and 2,6-lutidine (0.66 ml, 5.63 mmol). The triflate was displaced with thiophenol (0.62 ml, 5.88 mmol) in the presence of TEA (1.57 ml, 11.3 mmol). The desired (S)-methyl-2-phenylthiodecanoate (1.48 g) was purified by silica gel chromatography (1.00 gm, 3.39 mmol, 69%). [α]D =-101.2° (c=1, MeOH). 1H NMR δ7.41 (m, 2H), 7.25 (m, 3H), 3.6...